From a dataset of the Open Reaction Database (ORD), a public repository of structured organic reaction records. describe an organic reaction: reactants, conditions, products, and yield The reactants are C(C)(=O)C1=CC=CC=C1 (Acetophenone), C(C)(C)NCC1=CC=CC=C1 (isopropylbenzylamine), C=O (paraformaldehyde), O1CCOCC1 (dioxane). Product: C(C)(C)C(C1=CC=CC=C1)NCCC(=O)C1=CC=CC=C1 (2-(isopropylbenzyl)aminoethylphenylketone). Reaction SMILES: [C:1]([C:4]1[CH:9]=[CH:8][CH:7]=[CH:6][CH:5]=1)(=[O:3])[CH3:2].[CH:10]([NH:13][CH2:14][C:15]1[CH:20]=[CH:19][CH:18]=[CH:17][CH:16]=1)(C)C.[CH2:21]=O.O1[CH2:28][CH2:27]OCC1>>[CH:27]([CH:14]([NH:13][CH2:10][CH2:2][C:1]([C:4]1[CH:9]=[CH:8][CH:7]=[CH:6][CH:5]=1)=[O:3])[C:15]1[CH:20]=[CH:19][CH:18]=[CH:17][CH:16]=1)([CH3:28])[CH3:21]. Procedure details: Acetophenone (17 mg), isopropylbenzylamine (149 mg), and paraformaldehyde (39 mg) were reacted in dioxane (0.2 ml) at 150° C. for 2 hours reaction.